Task: describe an organic reaction: reactants, conditions, products, and yield. Dataset: the Open Reaction Database (ORD), a public repository of structured organic reaction records The reactants are N1[C@@H](CCC1)CNC(OCC1=CC=CC=C1)=O (phenylmethyl [(2S)-2-pyrrolidinylmethyl]carbamate), C(=O)([O-])[O-].[K+].[K+] (K2CO3), BrC(C(=O)OCC)C(=O)OCC (diethyl bromomalonate). The solvent is C(C)#N (acetonitrile). Conditions: temperature 0 celsius, time 4 hour. The product is C1(=CC=CC=C1)COC(=O)NC[C@H]1N(CCC1)C(C(=O)OCC)C(=O)OCC (diethyl {(2S)-2-[({[(phenylmethyl)oxy]carbonyl}amino)methyl]-1-pyrrolidinyl}propanedioate). Reaction SMILES: [NH:1]1[CH2:5][CH2:4][CH2:3][C@H:2]1[CH2:6][NH:7][C:8](=[O:17])[O:9][CH2:10][C:11]1[CH:16]=[CH:15][CH:14]=[CH:13][CH:12]=1.C([O-])([O-])=O.[K+].[K+].Br[CH:25]([C:31]([O:33][CH2:34][CH3:35])=[O:32])[C:26]([O:28][CH2:29][CH3:30])=[O:27]>C(#N)C>[C:11]1([CH2:10][O:9][C:8]([NH:7][CH2:6][C@@H:2]2[CH2:3][CH2:4][CH2:5][N:1]2[CH:25]([C:26]([O:28][CH2:29][CH3:30])=[O:27])[C:31]([O:33][CH2:34][CH3:35])=[O:32])=[O:17])[CH:16]=[CH:15][CH:14]=[CH:13][CH:12]=1 |f:1.2.3|. Procedure: To a mixture of phenylmethyl [(2S)-2-pyrrolidinylmethyl]carbamate (D114, 1.36 g, 5.81 mmol) and K2CO3 (1.6 g, 11.62 mmol) in acetonitrile (20 ml), cooled to 0° C., was added dropwise diethyl bromomalonate (1.37 ml, 6.97 mmol) in a 2-3 mins time. Then the reaction mixture was allowed to warm-up to room temperature and it was stirred for 4 hrs. Reactants: CO, COc1ccc2oc(C(=O)O)cc2c1, O, O=S(Cl)Cl. The product is COC(=O)c1cc2cc(OC)ccc2o1. As a reaction SMILES: [CH3:15][OH:16].[CH3:1][O:2][c:3]1[cH:4][cH:5][c:6]2[c:7]([cH:8][c:9]([C:11](=[O:12])[OH:13])[o:10]2)[cH:14]1.[OH2:21].[S:17]([Cl:18])([Cl:19])=[O:20]>>[CH3:1][O:2][c:3]1[cH:4][cH:5][c:6]2[c:7]([cH:8][c:9]([C:11]([O:12][CH3:15])=[O:13])[o:10]2)[cH:14]1.